describe an organic reaction: reactants, conditions, products, and yield From a dataset of the Open Reaction Database (ORD), a public repository of structured organic reaction records. The reactants are C(CCCCCCC)I (n-octyl iodide), C(CCCCCCC)I (n-octyl iodide), CC(C)([O-])C.[K+] (potassium-tert-butoxide), CC(C)([O-])C.[K+] (potassium-tert-butoxide), IC1=CC=2CC3=CC=CC=C3C2C=C1 (2-iodofluorene). The solvent is 114, CS(=O)C (dimethyl sulfoxide), O1CCCC1 (tetrahydrofuran). Run at temperature 25 celsius, time 10 minute. Yields the product 30, C(CCCCCCC)C1(C2=CC=CC=C2C=2C=CC(=CC12)I)CCCCCCCC (9,9-di-n-octyl-2-iodofluorene). RXN SMILES: [I:1][C:2]1[CH:14]=[CH:13][C:12]2[C:11]3[C:6](=[CH:7][CH:8]=[CH:9][CH:10]=3)[CH2:5][C:4]=2[CH:3]=1.C[C:16]([CH3:19])([O-])[CH3:17].[K+].[CH2:21](I)[CH2:22][CH2:23][CH2:24][CH2:25][CH2:26][CH2:27][CH3:28]>CS(C)=O.O1CCCC1>[CH2:21]([C:5]1([CH2:4][CH2:3][CH2:2][CH2:14][CH2:13][CH2:17][CH2:16][CH3:19])[C:4]2[CH:3]=[C:2]([I:1])[CH:14]=[CH:13][C:12]=2[C:11]2[C:6]1=[CH:7][CH:8]=[CH:9][CH:10]=2)[CH2:22][CH2:23][CH2:24][CH2:25][CH2:26][CH2:27][CH3:28] |f:1.2|. Procedure details: 20 parts of 2-iodofluorene was dissolved in a mixed solution of 114 parts of dimethyl sulfoxide (DMSO) and 23 parts of tetrahydrofuran (THF), and the thus obtained mixture was then stirred at 25° C. for 10 minutes. Thereafter, while stirring, 8.7 parts of potassium-tert-butoxide was added to the mixture. Twenty minutes later, 19.2 parts of n-octyl iodide was added to the mixture, and further twenty minutes later, 8.7 parts of potassium-tert-butoxide was added thereto. Further, twenty minutes lat... Starting materials: CB1OB(OB(O1)C)C (trimethylboroxine), CC1(C2=C(C(=CC=C2)P(C3=CC=CC=C3)C4=CC=CC=C4)OC5=C(C=CC=C51)P(C6=CC=CC=C6)C7=CC=CC=C7)C (Xantphos), C([O-])([O-])=O.[K+].[K+] (potassium carbonate), C(#N)C1=NN(C(=C1SC(F)(F)F)C)C1=C(C=C(C=C1Cl)C(F)(F)F)Cl (3-cyano-1-(2,6-dichloro-4-trifluoromethylphenyl)-5-methyl-4-trifluoromethylthiopyrazole). Reagents/catalysts: C=1C=CC(=CC1)/C=C/C(=O)/C=C/C2=CC=CC=C2.C=1C=CC(=CC1)/C=C/C(=O)/C=C/C2=CC=CC=C2.C=1C=CC(=CC1)/C=C/C(=O)/C=C/C2=CC=CC=C2.[Pd].[Pd] (tris(dibenzylideneacetone)dipalladium). Run in O1CCOCC1 (dioxane), C(C)(=O)OCC (ethyl acetate). Yields the product ClC1=C(C(=CC(=C1)C(F)(F)F)C)N1N=C(C(=C1C)SC(F)(F)F)C#N (1-(2-chloro-6-methyl-4-trifluoromethylphenyl)-3-cyano-5-methyl-4-trifluoromethylthiopyrazole). Reaction SMILES: CB1OB(C)OB(C)O1.[CH3:10]C1(C)C2C(=C(P(C3C=CC=CC=3)C3C=CC=CC=3)C=CC=2)OC2C(P(C3C=CC=CC=3)C3C=CC=CC=3)=CC=CC1=2.C(=O)([O-])[O-].[K+].[K+].[C:58]([C:60]1[C:64]([S:65][C:66]([F:69])([F:68])[F:67])=[C:63]([CH3:70])[N:62]([C:71]2[C:76](Cl)=[CH:75][C:74]([C:78]([F:81])([F:80])[F:79])=[CH:73][C:72]=2[Cl:82])[N:61]=1)#[N:59]>O1CCOCC1.C(OCC)(=O)C.C1C=CC(/C=C/C(/C=C/C2C=CC=CC=2)=O)=CC=1.C1C=CC(/C=C/C(/C=C/C2C=CC=CC=2)=O)=CC=1.C1C=CC(/C=C/C(/C=C/C2C=CC=CC=2)=O)=CC=1.[Pd].[Pd]>[Cl:82][C:72]1[CH:73]=[C:74]([C:78]([F:80])([F:81])[F:79])[CH:75]=[C:76]([CH3:10])[C:71]=1[N:62]1[C:63]([CH3:70])=[C:64]([S:65][C:66]([F:67])([F:68])[F:69])[C:60]([C:58]#[N:59])=[N:61]1 |f:2.3.4,8.9.10.11.12|. Procedure: A solution of trimethylboroxine (83 mg), tris(dibenzylideneacetone)dipalladium (10 mg), Xantphos (18 mg), potassium carbonate (165 mg) and 3-cyano-1-(2,6-dichloro-4-trifluoromethylphenyl)-5-methyl-4-trifluoromethylthiopyrazole (250 mg) in dioxane was heated in a microwave for 20 minutes at 130° C. in a 10 ml sealed Pyrex glass tube. The reaction mixture was cooled to room temperature then diluted with ethyl acetate and filtered over Celite. The organic filtrate was washed with water, dried over ... The reactants are CC(C)(C)[Si](C)(C)OC(CCC1CCC(=O)N1)Cc1ccccc1, CC(C)(C)[Si](C)(C)OC(CCC1CCC(=O)N1CCCc1ccc(C#N)cc1)Cc1ccccc1, CCCC[N+](CCCC)(CCCC)CCCC, [F-]. The product is N#Cc1ccc(CCCN2C(=O)CCC2CCC(O)Cc2ccccc2)cc1. Reaction SMILES: [C:1]([Si:2]([CH3:3])([CH3:4])[O:5][CH:6]([CH2:7][c:8]1[cH:9][cH:10][cH:11][cH:12][cH:13]1)[CH2:14][CH2:15][CH:16]1[NH:17][C:18](=[O:19])[CH2:20][CH2:21]1)([CH3:22])([CH3:23])[CH3:24].[C:25]([Si:26]([CH3:27])([CH3:28])[O:30][CH:31]([CH2:32][CH2:33][CH:34]1[N:35]([CH2:40][CH2:41][CH2:42][c:43]2[cH:44][cH:45][c:46]([C:47]#[N:48])[cH:49][cH:50]2)[C:36](=[O:39])[CH2:37][CH2:38]1)[CH2:51][c:52]1[cH:53][cH:54][cH:55][cH:56][cH:57]1)([CH3:29])([CH3:58])[CH3:59].[CH2:61]([N+:62]([CH2:63][CH2:64][CH2:65][CH3:66])([CH2:67][CH2:68][CH2:69][CH3:70])[CH2:71][CH2:72][CH2:73][CH3:74])[CH2:75][CH2:76][CH3:77].[F-:60]>>[OH:30][CH:31]([CH2:32][CH2:33][CH:34]1[N:35]([CH2:40][CH2:41][CH2:42][c:43]2[cH:44][cH:45][c:46]([C:47]#[N:48])[cH:49][cH:50]2)[C:36](=[O:39])[CH2:37][CH2:38]1)[CH2:51][c:52]1[cH:53][cH:54][cH:55][cH:56][cH:57]1.